This data is from the Open Reaction Database (ORD), a public repository of structured organic reaction records. The task is: describe an organic reaction: reactants, conditions, products, and yield The reactants are O=C([O-])[O-], N#Cc1ccc(Cl)cc1F, [Cs+], [Cs+], CN(C)C=O, O, COc1ccc(O)cc1C=O. Yields the product COc1ccc(Oc2cc(Cl)ccc2C#N)cc1C=O. Reaction SMILES: [C:22](=[O:23])([O-:24])[O-:25].[Cl:1][c:2]1[cH:3][c:4]([F:10])[c:5]([C:6]#[N:7])[cH:8][cH:9]1.[Cs+:26].[Cs+:27].[O:29]=[CH:30][N:31]([CH3:32])[CH3:33].[OH2:28].[OH:11][c:12]1[cH:13][cH:14][c:15]([O:20][CH3:21])[c:16]([CH:17]=[O:18])[cH:19]1>>[Cl:1][c:2]1[cH:3][c:4]([O:11][c:12]2[cH:13][cH:14][c:15]([O:20][CH3:21])[c:16]([CH:17]=[O:18])[cH:19]2)[c:5]([C:6]#[N:7])[cH:8][cH:9]1.